This data is from the Open Reaction Database (ORD), a public repository of structured organic reaction records. The task is: describe an organic reaction: reactants, conditions, products, and yield Product: O=C1NC=CC=2N=C(N=C(C21)NC=2C=C(C=CC2)NC(=O)N2CCCC2)N[C@H]2CNCC2 (N-[3-({5-oxo-2-[(3R)-3-pyrrolidinylamino]-5,6-dihydropyrido[4,3-d]pyrimidin-4-yl}amino)phenyl]-1-pyrrolidinecarboxamide). RXN SMILES: CS[C:3]1[N:4]=[C:5]([NH:14][C:15]2[CH:16]=[C:17]([NH:21][C:22]([N:24]3[CH2:28][CH2:27][CH2:26][CH2:25]3)=[O:23])[CH:18]=[CH:19][CH:20]=2)[C:6]2[C:12](=[O:13])[NH:11][CH:10]=[CH:9][C:7]=2[N:8]=1.C1C=C(Cl)C=C(C(OO)=O)C=1.[NH2:40][CH2:41][CH2:42][CH2:43][NH:44][C:45](=O)OC(C)(C)C.C(O)(C(F)(F)F)=O>>[O:13]=[C:12]1[C:6]2[C:5]([NH:14][C:15]3[CH:16]=[C:17]([NH:21][C:22]([N:24]4[CH2:28][CH2:27][CH2:26][CH2:25]4)=[O:23])[CH:18]=[CH:19][CH:20]=3)=[N:4][C:3]([NH:40][C@@H:41]3[CH2:42][CH2:43][NH:44][CH2:45]3)=[N:8][C:7]=2[CH:9]=[CH:10][NH:11]1 |f:1.2|. Reported procedure: The compound was prepared from N-(3-{[2-(methylthio)-5-oxo-5,6-dihydropyrido[4,3-d]pyrimidin-4-yl]amino}phenyl)-1-pyrrolidinecarboxamide using m-CPBA/1,1-dimethylethyl (3-aminopropyl)carbamate and TFA sequences similar to that described for Example 1 (Scheme 2). Reactants: CSC=1N=C(C2=C(N1)C=CNC2=O)NC=2C=C(C=CC2)NC(=O)N2CCCC2 (N-(3-{[2-(methylthio)-5-oxo-5,6-dihydropyrido[4,3-d]pyrimidin-4-yl]amino}phenyl)-1-pyrrolidinecarboxamide), C1=CC(=CC(=C1)Cl)C(=O)OO.NCCCNC(OC(C)(C)C)=O (m-CPBA 1,1-dimethylethyl (3-aminopropyl)carbamate), C(=O)(C(F)(F)F)O (TFA).